Dataset: the Open Reaction Database (ORD), a public repository of structured organic reaction records. Task: describe an organic reaction: reactants, conditions, products, and yield The reactants are ClC=1C=CC(=C(N)C1)[N+](=O)[O-] (5-chloro-2-nitroaniline), diethyl acetal, C(=O)(C(F)(F)F)O (TFA), N1=CC=CC=C1 (pyridine), CCOC(=O)C.CCCCCC (EtOAc Hexane), C(=O)(C(F)(F)F)O (TFA), N1=CC=CC=C1 (pyridine), acetal, ClC=1C=CC(=C(N)C1)[N+](=O)[O-] (5-chloro-2-nitroaniline). The solvent is C1(=CC=CC=C1)C (toluene). Run at time 1 hour. Product: ClC=1C=CC(=C(NCC)C1)[N+](=O)[O-] (5-chloro-N-ethyl-2-nitroaniline). Isolated yield 87.7%. Reaction SMILES: [Cl:1][C:2]1[CH:3]=[CH:4][C:5]([N+:9]([O-:11])=[O:10])=[C:6]([CH:8]=1)[NH2:7].[C:12](O)([C:14](F)(F)F)=O.N1C=CC=CC=1.CCOC(C)=O.CCCCCC>C1(C)C=CC=CC=1>[Cl:1][C:2]1[CH:3]=[CH:4][C:5]([N+:9]([O-:11])=[O:10])=[C:6]([CH:8]=1)[NH:7][CH2:12][CH3:14] |f:3.4|. Procedure: 5-chloro-2-nitroaniline (17.2 g; 0.1 mole), acetalaldehyde diethyl acetal (Acetal) (21.1 ml; 0.15 mole) and TFA (7.7 ml; 0.1 moles) were dissolved in toluene (500 ml) and stirred for 1 hr. BH3 * pyridine (10.0 ml; 0.1 moles) was added in 1.0 ml increments. The reaction was exothermic, and the reaction progress was monitored by tlc 40%EtOAc/Hexane. Additional TFA, BH3 * pyridine and acetal were added until the tlc indicated that the 5-chloro-2-nitroaniline was consumed. The reaction mixture was w... Starting materials: NC=1C=C(C(=O)O)C=C(C1)[N+](=O)[O-] (3-amino-5-nitrobenzoic acid), FC1=C(C(=C(C(=C1O)F)F)F)F (pentafluoro-phenol), C1CCC(CC1)N=C=NC2CCCCC2 (DCCI), NC=1C=C(C(=O)N(C)OC)C=C(C1)[N+](=O)[O-] (3-amino-N-methoxy-N-methyl-5-nitro-benzamide). Reaction conditions: time 24 hour. The product is FC1=C(C(=C(C(=C1F)F)F)F)OC(C1=CC(=CC(=C1)[N+](=O)[O-])N)=O (3-amino-5-nitrobenzoic acid 2,3,4,5,6-pentafluorophenyl ester). Reaction SMILES: [NH2:1][C:2]1[CH:3]=[C:4]([CH:11]=[C:12]([N+:14]([O-:16])=[O:15])[CH:13]=1)[C:5](N(OC)C)=[O:6].NC1C=C(C=C([N+]([O-])=O)C=1)C(O)=O.[F:30][C:31]1[C:36]([OH:37])=[C:35]([F:38])[C:34]([F:39])=[C:33]([F:40])[C:32]=1[F:41].C1CCC(N=C=NC2CCCCC2)CC1>>[F:30][C:31]1[C:32]([F:41])=[C:33]([F:40])[C:34]([F:39])=[C:35]([F:38])[C:36]=1[O:37][C:5](=[O:6])[C:4]1[CH:11]=[C:12]([N+:14]([O-:16])=[O:15])[CH:13]=[C:2]([NH2:1])[CH:3]=1. Procedure details: Starting material (1(b)) was prepared as follows. A mixture of 3-amino-5-nitrobenzoic acid (10 g), pentafluoro-phenol (10 g) and DCCI (11.3 g) was stirred at ambient temperature for 24 hours. The reaction mixture was filtered and the filtrate poured onto a chromatography column which was then eluted with ethyl acetate/hexane (10:90) to give 3-amino-5-nitrobenzoic acid 2,3,4,5,6-pentafluorophenyl ester (1(a)) as a yellow solid (5.8 g). The reactants are CC1CN(c2cccc3cc(C#N)ccc23)CCN1, CS(=O)(=O)Cl, CS(=O)(=O)OCCC1OCCc2cc(C(N)=O)ccc21, CS(=O)(=O)O, O=C1OCCN1Cc1ccc2c(c1)CCOC2CCO. Yields the product CC1CN(c2cccc3cc(C#N)ccc23)CCN1CCC1OCCc2cc(CN3CCOC3=O)ccc21. Reaction SMILES: [C:51](#[N:52])[c:53]1[cH:54][c:55]2[cH:56][cH:57][cH:58][c:59]([N:63]3[CH2:64][CH:65]([CH3:69])[NH:66][CH2:67][CH2:68]3)[c:60]2[cH:61][cH:62]1.[CH3:21][S:22](=[O:23])(=[O:24])[Cl:25].[CH3:26][S:27]([O:28][CH2:29][CH2:30][CH:31]1[c:32]2[cH:33][cH:34][c:35]([C:36]([NH2:37])=[O:38])[cH:39][c:40]2[CH2:41][CH2:42][O:43]1)(=[O:44])=[O:45].[CH3:46][S:47]([OH:48])(=[O:49])=[O:50].[OH:1][CH2:2][CH2:3][CH:4]1[O:5][CH2:6][CH2:7][c:8]2[c:9]1[cH:10][cH:11][c:12]([CH2:14][N:15]1[C:16](=[O:20])[O:17][CH2:18][CH2:19]1)[cH:13]2>>[CH2:2]([CH2:3][CH:4]1[O:5][CH2:6][CH2:7][c:8]2[c:9]1[cH:10][cH:11][c:12]([CH2:14][N:15]1[C:16](=[O:20])[O:17][CH2:18][CH2:19]1)[cH:13]2)[N:66]1[CH:65]([CH3:69])[CH2:64][N:63]([c:59]2[cH:58][cH:57][cH:56][c:55]3[cH:54][c:53]([C:51]#[N:52])[cH:62][cH:61][c:60]32)[CH2:68][CH2:67]1. Starting materials: ClS(=O)(=O)C1=C(C(=O)OC)C=CC(=C1)Cl (methyl 2-chlorosulfonyl-4-chlorobenzoate). The reagents and catalysts are [Zn] (zinc). The solvent is Cl (hydrochloric acid), ice. Run at temperature 70 celsius, time 1.5 hour. Product: SC1=C(C(=O)OC)C=CC(=C1)Cl (Methyl 2-mercapto-4-chlorobenzoate). Reaction SMILES: Cl[S:2]([C:5]1[CH:14]=[C:13]([Cl:15])[CH:12]=[CH:11][C:6]=1[C:7]([O:9][CH3:10])=[O:8])(=O)=O>Cl.[Zn]>[SH:2][C:5]1[CH:14]=[C:13]([Cl:15])[CH:12]=[CH:11][C:6]=1[C:7]([O:9][CH3:10])=[O:8]. Reported procedure: Over a period of 1.5 hours, 243.5 g (3.7 mol) of zinc powder were added a little at a time to a suspension of 205 g (0.75 mol) of methyl 2-chlorosulfonyl-4-chlorobenzoate in 1 l of concentrated hydrochloric acid and 375 g of ice. The mixture was stirred for another 3 hours and slowly heated to 70° C. After 2 hours at this temperature, the mixture was cooled. The reaction mixture was allowed to stand at room temperature for 12 hours and then extracted with ethyl acetate, the combined organic phas... Reactants: BrCC1CCCCC1, [K+], [K+], O=C([O-])[O-], CN(C)C=O, Oc1cc(C(F)(F)F)ccc1-c1cc(Oc2ccc3cccnc3c2)ncn1. Yields the product FC(F)(F)c1ccc(-c2cc(Oc3ccc4cccnc4c3)ncn2)c(OCC2CCCCC2)c1. RXN SMILES: [Br:35][CH2:36][CH:37]1[CH2:38][CH2:39][CH2:40][CH2:41][CH2:42]1.[K+:29].[K+:30].[O-:31][C:32]([O-:33])=[O:34].[O:43]=[CH:44][N:45]([CH3:46])[CH3:47].[n:1]1[cH:2][cH:3][cH:4][c:5]2[cH:6][cH:7][c:8]([O:11][c:12]3[cH:13][c:14](-[c:18]4[c:19]([OH:28])[cH:20][c:21]([C:24]([F:25])([F:26])[F:27])[cH:22][cH:23]4)[n:15][cH:16][n:17]3)[cH:9][c:10]12>>[n:1]1[cH:2][cH:3][cH:4][c:5]2[cH:6][cH:7][c:8]([O:11][c:12]3[cH:13][c:14](-[c:18]4[c:19]([O:28][CH2:36][CH:37]5[CH2:38][CH2:39][CH2:40][CH2:41][CH2:42]5)[cH:20][c:21]([C:24]([F:25])([F:26])[F:27])[cH:22][cH:23]4)[n:15][cH:16][n:17]3)[cH:9][c:10]12. Reactants: C1CCNC1, CCOCC, C#CC(C)OC(C)=O, Cl[Cu], C1CCOC1. Yields the product C#CC(C)N1CCCC1. RXN SMILES: [CH2:9]1[CH2:10][CH2:11][NH:12][CH2:13]1.[CH3:19][CH2:20][O:21][CH2:22][CH3:23].[CH3:1][CH:2]([C:3]#[CH:4])[O:5][C:6](=[O:7])[CH3:8].[Cl:24][Cu:25].[O:14]1[CH2:15][CH2:16][CH2:17][CH2:18]1>>[CH3:1][CH:2]([C:3]#[CH:4])[N:12]1[CH2:11][CH2:10][CH2:9][CH2:13]1. Reactants: COC(=O)CC(=O)OC, O=C([O-])[O-], Cc1ccccc1, Cl, COc1ccc([N+](=O)[O-])c(F)c1, [K+], [K+], CN(C)C=O. RXN SMILES: [C:13]([CH2:14][C:15](=[O:16])[O:17][CH3:18])(=[O:19])[O:20][CH3:21].[C:22](=[O:23])([O-:24])[O-:25].[CH3:34][c:35]1[cH:36][cH:37][cH:38][cH:39][cH:40]1.[ClH:28].[F:1][c:2]1[c:3]([N+:10](=[O:11])[O-:12])[cH:4][cH:5][c:6]([O:8][CH3:9])[cH:7]1.[K+:26].[K+:27].[O:29]=[CH:30][N:31]([CH3:32])[CH3:33]>>[c:2]1([CH:14]([C:13](=[O:19])[O:20][CH3:21])[C:15](=[O:16])[O:17][CH3:18])[c:3]([N+:10](=[O:11])[O-:12])[cH:4][cH:5][c:6]([O:8][CH3:9])[cH:7]1. The product is COC(=O)C(C(=O)OC)c1cc(OC)ccc1[N+](=O)[O-].